This data is from the Open Reaction Database (ORD), a public repository of structured organic reaction records. The task is: describe an organic reaction: reactants, conditions, products, and yield Reactants: O=C([O-])[O-], Cl, [K+], [K+], CN(C)C=O, Cc1c(OCc2ccc(C(=O)c3ccc(O)cc3)cc2)nc2ccccn2c1=O, ClCc1ccncc1. Yields the product Cl, Cc1c(OCc2ccc(C(=O)c3ccc(OCc4ccncc4)cc3)cc2)nc2ccccn2c1=O. As a reaction SMILES: [C:39](=[O:40])([O-:41])[O-:42].[ClH:30].[K+:43].[K+:44].[O:45]=[CH:46][N:47]([CH3:48])[CH3:49].[OH:1][c:2]1[cH:3][cH:4][c:5]([C:6](=[O:7])[c:8]2[cH:9][cH:10][c:11]([CH2:12][O:13][c:14]3[n:15][c:16]4[n:17]([c:18](=[O:21])[c:19]3[CH3:20])[cH:22][cH:23][cH:24][cH:25]4)[cH:26][cH:27]2)[cH:28][cH:29]1.[cH:31]1[cH:32][c:33]([CH2:37][Cl:38])[cH:34][cH:35][n:36]1>>[ClH:38].[O:1]([c:2]1[cH:3][cH:4][c:5]([C:6](=[O:7])[c:8]2[cH:9][cH:10][c:11]([CH2:12][O:13][c:14]3[n:15][c:16]4[n:17]([c:18](=[O:21])[c:19]3[CH3:20])[cH:22][cH:23][cH:24][cH:25]4)[cH:26][cH:27]2)[cH:28][cH:29]1)[CH2:37][c:33]1[cH:32][cH:31][n:36][cH:35][cH:34]1. The reactants are C(C)(C)(C)C=1C(=C(C=C(C1)C)C(CCCC(=O)O)(C)C)O (5-(3-t-butyl-2-hydroxy-5-methyl-phenyl)-5-methylhexanoic acid), S(=O)(Cl)Cl (thionyl chloride), C1(=CC=CC=C1)C (toluene), C1(=CC=CC=C1)C (toluene), CC(CC(C)(C)C)(C)N (1,1,3,3-tetramethyl-butylamine). Solvent: CCOCC (ether). The product is C(C)(C)(C)C=1C(=C(C=C(C1)C)C(CCCC(=O)N)(C)C)O (5-(3-t-butyl-2-hydroxy-5-methylphenyl)-5-methyl-hexanoic acid amide), CC(CC(C)(C)C)(C)N (1,1,3,3-tetramethylbutylamine). Reaction SMILES: [C:1]([C:5]1[C:6]([OH:21])=[C:7]([C:12]([CH3:20])([CH3:19])[CH2:13][CH2:14][CH2:15][C:16](O)=[O:17])[CH:8]=[C:9]([CH3:11])[CH:10]=1)([CH3:4])([CH3:3])[CH3:2].S(Cl)(Cl)=O.C1(C)C=CC=CC=1.[CH3:33][C:34]([NH2:41])([CH3:40])[CH2:35][C:36]([CH3:39])([CH3:38])[CH3:37]>CCOCC>[C:1]([C:5]1[C:6]([OH:21])=[C:7]([C:12]([CH3:20])([CH3:19])[CH2:13][CH2:14][CH2:15][C:16]([NH2:41])=[O:17])[CH:8]=[C:9]([CH3:11])[CH:10]=1)([CH3:4])([CH3:3])[CH3:2].[CH3:33][C:34]([NH2:41])([CH3:40])[CH2:35][C:36]([CH3:39])([CH3:38])[CH3:37]. Procedure details: 2.0 Parts of 5-(3-t-butyl-2-hydroxy-5-methyl-phenyl)-5-methylhexanoic acid and 2.0 parts thionyl chloride in 25 parts of toluene were stored for 2 hours at room temperature. The toluene and other volatiles were then stripped off at room temperature and 16 mb pressure. To the residue was then added 10 parts of 1,1,3,3-tetramethyl-butylamine and this mixture heated for 3 hours on a steam-bath. After diluting the reaction mixture with ether, the ether solution was washed successively with dilute hy... The reactants are C1=C2C(=CC=C1)N=C1C2=CC2=NC3=CC=CC=C3C2=C1 (Indolo[3,2-b]carbazole), C(C)(C)(C)P(C(C)(C)C)C(C)(C)C (tri-t-butylphosphine), IC1=CC=CC=C1 (iodobenzene), CC(C)([O-])C.[Na+] (sodium t-butoxide). Reagents/catalysts: C(C1=CC=CC=C1)=CC(=O)C=CC1=CC=CC=C1.[Pd] (palladium dibenzylideneacetone). The solvent is CC=1C=CC=CC1C (o-xylene). Run at temperature 120 celsius, time 20 minute. The product is C1(=CC=CC=C1)N1C2=CC=CC=C2C2=CC=3N(C4=CC=CC=C4C3C=C21)C2=CC=CC=C2 (N,N′-bis(phenyl)-indolo[3,2-b]carbazole). Yield: 211.7%. As a reaction SMILES: [CH:1]1[CH:6]=[CH:5][CH:4]=[C:3]2[N:7]=[C:8]3[CH:20]=[C:19]4[C:11](=[N:12][C:13]5[C:18]4=[CH:17][CH:16]=[CH:15][CH:14]=5)[CH:10]=[C:9]3[C:2]=12.I[C:22]1[CH:27]=[CH:26][CH:25]=[CH:24][CH:23]=1.C[C:29]([CH3:32])([O-])[CH3:30].[Na+].[C:34](P(C(C)(C)C)C(C)(C)C)(C)([CH3:36])[CH3:35]>CC1C=CC=CC=1C.C(=CC(C=CC1C=CC=CC=1)=O)C1C=CC=CC=1.[Pd]>[C:22]1([N:7]2[C:8]3[C:9](=[CH:10][C:11]4[N:12]([C:30]5[CH:29]=[CH:32][CH:36]=[CH:34][CH:35]=5)[C:13]5[C:18]([C:19]=4[CH:20]=3)=[CH:17][CH:16]=[CH:15][CH:14]=5)[C:2]3[C:3]2=[CH:4][CH:5]=[CH:6][CH:1]=3)[CH:27]=[CH:26][CH:25]=[CH:24][CH:23]=1 |f:2.3,6.7|. Procedure details: Indolo[3,2-b]carbazole (1.20 g, 4,68 mmol) was suspended in 48 ml of o-xylene under nitrogen and treated with iodobenzene (2.10 g, 10.3 mmol) followed by the sodium t-butoxide (1.35 g, 14.0 mmol), tri-t-butylphosphine (0.15 g, 0.74 mmol) and palladium dibenzylideneacetone (0.34 g, 0.37 mmol). The resulting mixture was heated to 120° C. and stirred for 20 minutes. It was then cooled to room temperature filtered through a short pad of silica gel and the pad washed with toluene. The combined filtra... Starting materials: NC1=NC=C(C=N1)C=1C2=C(N=C(N1)N1CCOCC1)N(CC2)[C@]2(CN(CC2)C(=O)OC(C)(C)C)C (tert-butyl(3R)-3-[4-(2-aminopyrimidin-5-yl)-2-(morpholin-4-yl)-5,6-dihydro-7H-pyrrolo[2,3-d]pyrimidin-7-yl]-3-methylpyrrolidine-1-carboxylate), Cl (HCl), O1CCOCC1 (dioxane), C(=O)(O)[O-].[Na+] (NaHCO3), CCN(C(C)C)C(C)C (DIPEA), CN=C=O (methyl isocyanate), CN=C=O (methylisocyanate). The solvent is CO (MeOH), C1(=CC=CC=C1)C (toluene), CS(=O)C (DMSO). Run at time 45 minute. Product: NC1=NC=C(C=N1)C=1C2=C(N=C(N1)N1CCOCC1)N(CC2)[C@]2(CN(CC2)C(=O)NC)C ((3R)-3-[4-(2-aminopyrimidin-5-yl)-2-(morpholin-4-yl)-5,6-dihydro-7H-pyrrolo[2,3-d]pyrimidin-7-yl]-N,3-dimethylpyrrolidine-1-carboxamide). Yield: 68.0%. Reaction SMILES: [NH2:1][C:2]1[N:7]=[CH:6][C:5]([C:8]2[C:9]3[CH2:22][CH2:21][N:20]([C@:23]4([CH3:35])[CH2:27][CH2:26][N:25]([C:28](OC(C)(C)C)=[O:29])[CH2:24]4)[C:10]=3[N:11]=[C:12]([N:14]3[CH2:19][CH2:18][O:17][CH2:16][CH2:15]3)[N:13]=2)=[CH:4][N:3]=1.Cl.O1CCOCC1.C[CH2:44][N:45](C(C)C)C(C)C.CN=C=O.C([O-])(O)=O.[Na+]>CO.C1(C)C=CC=CC=1.CS(C)=O>[NH2:1][C:2]1[N:3]=[CH:4][C:5]([C:8]2[C:9]3[CH2:22][CH2:21][N:20]([C@:23]4([CH3:35])[CH2:27][CH2:26][N:25]([C:28]([NH:45][CH3:44])=[O:29])[CH2:24]4)[C:10]=3[N:11]=[C:12]([N:14]3[CH2:19][CH2:18][O:17][CH2:16][CH2:15]3)[N:13]=2)=[CH:6][N:7]=1 |f:5.6|. Procedure: To a solution of tert-butyl(3R)-3-[4-(2-aminopyrimidin-5-yl)-2-(morpholin-4-yl)-5,6-dihydro-7H-pyrrolo[2,3-d]pyrimidin-7-yl]-3-methylpyrrolidine-1-carboxylate (150 mg, 0.311 mmol) in MeOH (1.5 mL) was added 4 N HCl in dioxane (1.5 mL, 6 mmol), and the mixture was stirred at room temperature for 45 min. The mixture was diluted with toluene and concentrated under reduced pressure. The residue was triturated again with toluene to give a yellow foam. To a solution of this residue in DMSO (3 mL) was ... Reactants: CO[C@H]1[C@H](CCC(C1)=O)C(=O)OC (methyl (1S,2R)-2-methoxy-4-oxocyclohexanecarboxylate), [BH4-].[Na+] (sodium tetrahydroborate). Run in [NH4+].[Cl-] (NH4Cl), C(C)(=O)OCC (ethyl acetate), CO (methanol). Reaction conditions: time 1 hour. Product: O[C@H]1C[C@H]([C@H](CC1)C(=O)OC)OC (Methyl (1S,2R,4R)-4-hydroxy-2-methoxycyclohexanecarboxylate). The yield is 92.3%. RXN SMILES: [CH3:1][O:2][C@@H:3]1[CH2:8][C:7](=[O:9])[CH2:6][CH2:5][C@@H:4]1[C:10]([O:12][CH3:13])=[O:11].[BH4-].[Na+]>CO.[NH4+].[Cl-].C(OCC)(=O)C>[OH:9][C@@H:7]1[CH2:6][CH2:5][C@H:4]([C:10]([O:12][CH3:13])=[O:11])[C@H:3]([O:2][CH3:1])[CH2:8]1 |f:1.2,4.5|. Procedure: To a solution of methyl (1S,2R)-2-methoxy-4-oxocyclohexanecarboxylate (racemic, cis-isomer from last step) (1.35 g, 7.25 mmol) in methanol (30 mL) was added sodium tetrahydroborate (270 mg, 7.2 mmol) at −78° C. After stirring for 1 h, the reaction was diluted with sat. NH4Cl solution and ethyl acetate. The aqueous layer was extracted with ethyl acetate. The combined organic layers were washed with brine, dried over Na2SO4, concentrated and purified with flash chromatography (eluting with 70% eth... Starting materials: BrC(Br)(Br)Br, CC[Si](CC)(CC)c1[nH]c2ccc(C(F)(F)F)cc2c1CCO, C1CCOC1, c1ccc(P(c2ccccc2)c2ccccc2)cc1. Product: CC[Si](CC)(CC)c1[nH]c2ccc(C(F)(F)F)cc2c1CCBr. RXN SMILES: [Br:43][C:44]([Br:45])([Br:46])[Br:47].[CH2:1]([CH3:2])[Si:3]([c:4]1[nH:5][c:6]2[cH:7][cH:8][c:9]([C:16]([F:17])([F:18])[F:19])[cH:10][c:11]2[c:12]1[CH2:13][CH2:14][OH:15])([CH2:20][CH3:21])[CH2:22][CH3:23].[CH2:48]1[O:49][CH2:50][CH2:51][CH2:52]1.[c:24]1([P:25]([c:26]2[cH:27][cH:28][cH:29][cH:30][cH:31]2)[c:32]2[cH:33][cH:34][cH:35][cH:36][cH:37]2)[cH:38][cH:39][cH:40][cH:41][cH:42]1>>[CH2:1]([CH3:2])[Si:3]([c:4]1[nH:5][c:6]2[cH:7][cH:8][c:9]([C:16]([F:17])([F:18])[F:19])[cH:10][c:11]2[c:12]1[CH2:13][CH2:14][Br:43])([CH2:20][CH3:21])[CH2:22][CH3:23]. The reactants are C(#N)[BH3-].[Na+] (sodium cyanoborohydride), NCCCP(O)(=O)CC1CCCCC1 (3-aminopropyl-(cyclohexylmethyl)-phosphinic acid), ClC=1C=C(C=O)C=C(C1)Cl (3,5-dichlorobenzaldehyde), C(C)(=O)O (acetic acid). The solvent is CO (methanol). Run at time 4 day. Yields the product ClC=1C=C(CNCCCP(O)(=O)CC2CCCCC2)C=C(C1)Cl (3-[(3,5-dichlorobenzyl)amino]-propyl-(cyclohexylmethyl)-phosphinic acid). As a reaction SMILES: C([BH3-])#N.[Na+].[NH2:5][CH2:6][CH2:7][CH2:8][P:9]([CH2:12][CH:13]1[CH2:18][CH2:17][CH2:16][CH2:15][CH2:14]1)(=[O:11])[OH:10].[Cl:19][C:20]1[CH:21]=[C:22]([CH:25]=[C:26]([Cl:28])[CH:27]=1)[CH:23]=O.C(O)(=O)C>CO>[Cl:19][C:20]1[CH:21]=[C:22]([CH:25]=[C:26]([Cl:28])[CH:27]=1)[CH2:23][NH:5][CH2:6][CH2:7][CH2:8][P:9]([CH2:12][CH:13]1[CH2:18][CH2:17][CH2:16][CH2:15][CH2:14]1)(=[O:10])[OH:11] |f:0.1|. Procedure details: 2.0 g of sodium cyanoborohydride are added in portions to a solution of 6.27 g of 3-aminopropyl-(cyclohexylmethyl)-phosphinic acid and 5.0 g of 3,5-dichlorobenzaldehyde and 1.91 g of glacial acetic acid in 50 ml of anhydrous methanol and the mixture is stirred at room temperature for 4 days. The solvent is removed, the white residue is taken up in 2.0M hydrochloric acid and filtered. The filtrate is concentrated to dryness by evaporation and the white solid that remains behind is suspended in et...